Dataset: the Open Reaction Database (ORD), a public repository of structured organic reaction records. Task: describe an organic reaction: reactants, conditions, products, and yield Starting materials: BrC1=CC2=C3NC=4C=CC=CC4C(=C3N=C2C=C1Cl)C(=O)O (7-Bromo-8-chloroquindoline-11-carboxylic Acid). Run in C1(=CC=CC=C1)OC1=CC=CC=C1 (diphenyl ether), petroleum ether. The product is BrC1=CC2=C3NC=4C=CC=CC4C=C3N=C2C=C1Cl (7-Bromo-8-chloroquindoline). Yield: 94.0%. Reaction SMILES: [Br:1][C:2]1[C:18]([Cl:19])=[CH:17][C:16]2[C:4](=[C:5]3[C:14]([N:15]=2)=[C:13](C(O)=O)[C:12]2[CH:11]=[CH:10][CH:9]=[CH:8][C:7]=2[NH:6]3)[CH:3]=1>C1(OC2C=CC=CC=2)C=CC=CC=1>[Br:1][C:2]1[C:18]([Cl:19])=[CH:17][C:16]2[C:4](=[C:5]3[C:14]([N:15]=2)=[CH:13][C:12]2[CH:11]=[CH:10][CH:9]=[CH:8][C:7]=2[NH:6]3)[CH:3]=1. Procedure details: 7-Bromo-8-chloroquindoline-11-carboxylic acid from Example 74 (3.00 g, 7.99 mmol) was refluxed at 250° C. in diphenyl ether (30 mL) for 4 hours in an oversize flask. The mixture was cooled, diluted with petroleum ether (30 mL), and filtered. The filter cake was washed with petroleum ether (100 mL) and dried under high vacuum to yield 2.49 g (94%) of the title compound as a greenish solid, mp >246° C.; 1H NMR (DMSO-d6) δ 11.70 (s, 1H), 8.62 (s, 1H), 8.36 (s, 1H), 8.18 (d, J=8.4, 1H), 8.12 (d, J=8... Starting materials: C(CCC)[Li] (n-butyllithium), FC1=C(C(=O)Cl)C(=C(C(=C1)F)F)C (2,4,5-trifluoro-6-methylbenzoyl chloride), C(C)OC(CC(=O)O)=O (malonic acid monoethylester), N1=C(C=CC=C1)C1=NC=CC=C1 (bipyridyl), C(CCC)[Li] (n-butyllithium), Cl (hydrochloric acid). The solvent is C1CCOC1 (THF), C1CCOC1 (THF). Reaction conditions: temperature -5 celsius, time 10 minute. The product is FC1=C(C(=O)C(CC(=O)OCC)=O)C(=C(C(=C1)F)F)C (Ethyl 3-(2,4,5-trifluoro-6-methylbenzoyl)-β-oxopropanoate). Isolated yield 82.7%. As a reaction SMILES: [CH2:1]([O:3][C:4](=[O:9])[CH2:5][C:6]([OH:8])=O)[CH3:2].N1C=CC=CC=1C1C=CC=CN=1.C([Li])CCC.[F:27][C:28]1[CH:36]=[C:35]([F:37])[C:34]([F:38])=[C:33]([CH3:39])[C:29]=1[C:30](Cl)=[O:31].Cl>C1COCC1>[F:27][C:28]1[CH:36]=[C:35]([F:37])[C:34]([F:38])=[C:33]([CH3:39])[C:29]=1[C:30]([C:6](=[O:8])[CH2:5][C:4]([O:3][CH2:1][CH3:2])=[O:9])=[O:31]. Procedure: A solution of 8.0 g (60.5 mmol) of malonic acid monoethylester, bipyridyl (catalytic) and 200 mL of dry THF was cooled to -35° C. under argon, treated with 32 mL of 1.9M n-butyllithium (60.8 mmol), and warmed to -5° C. To this suspension was added another 32 mL of 1.9M n-butyllithium until a pale pink color persisted for 10 minutes. The mixture was cooled to -78° C. To this mixture was added a solution of 6.3 g (30.2 mmol) of 2,4,5-trifluoro-6-methylbenzoyl chloride in 75 mL of dry THF, and the ... The reagents and catalysts are IPrCl. Procedure details: Experiments were also conducted by reacting the following α,β-unsaturated aldehydes represented by the formula (II) as defined above, all with nitrosobenzene in the presence of the IPrCl catalyst (10-20 mol %), KOtBu and CH2Cl2 (r.t., 1-6 h) forming the corresponding N-phenylisoxazolidin-5-one derivatives in the following yields a (%, determined by 1H NMR), and then treating the N-phenylisoxazolidin-5-one derivatives with MeOH in the presence of an acid catalyst (r.t., 12 h) forming the correspo... As a reaction SMILES: [N:1]([C:3]1[CH:8]=[CH:7][CH:6]=[CH:5][CH:4]=1)=[O:2].C[C:10]([O-:13])([CH3:12])C.[K+].[CH2:15](Cl)Cl>>[C:3]1([N:1]2[CH2:15][CH2:12][C:10](=[O:13])[O:2]2)[CH:8]=[CH:7][CH:6]=[CH:5][CH:4]=1 |f:1.2|. The product is C1(=CC=CC=C1)N1OC(CC1)=O (N-phenylisoxazolidin-5-one). The reactants are CC(C)(C)[O-].[K+] (KOtBu), C(Cl)Cl (CH2Cl2), α,β-unsaturated aldehydes, ( II ), N(=O)C1=CC=CC=C1 (nitrosobenzene). The reactants are NCCNC(=O)C1=NC=CC(=C1)OC1=CC2=C(N(C(=N2)NC2=CC(=CC=C2)C(C)C)C)C=C1 (4-[2-(3-Isopropyl-phenylamino)-1-methyl-1H-benzoimidazol-5-yloxy]-pyridine-2-carboxylic acid (2-amino-ethyl)-amide), C(C)#N (acetonitrile), C1(=CC=CC=C1)CS(=O)(=O)Cl (α-toluenesulfonyl chloride), C(=O)([O-])[O-].[K+].[K+] (K2CO3). Run in O (water), O (water). Conditions: time 1 hour. Yields the product C1(=CC=CC=C1)CS(=O)(=O)NCCNC(=O)C1=NC=CC(=C1)OC1=CC2=C(N(C(=N2)NC2=CC(=CC=C2)C(C)C)C)C=C1 (4-[2-(3-Isopropyl-phenylamino)-1-methyl-1H-benzoimidazol-5-yloxy]-pyridine-2-carboxylic acid (2-phenylmethanesulfonylamino-ethyl)-amide). As a reaction SMILES: [NH2:1][CH2:2][CH2:3][NH:4][C:5]([C:7]1[CH:12]=[C:11]([O:13][C:14]2[CH:33]=[CH:32][C:17]3[N:18]([CH3:31])[C:19]([NH:21][C:22]4[CH:27]=[CH:26][CH:25]=[C:24]([CH:28]([CH3:30])[CH3:29])[CH:23]=4)=[N:20][C:16]=3[CH:15]=2)[CH:10]=[CH:9][N:8]=1)=[O:6].C([O-])([O-])=O.[K+].[K+].C(#N)C.[C:43]1([CH2:49][S:50](Cl)(=[O:52])=[O:51])[CH:48]=[CH:47][CH:46]=[CH:45][CH:44]=1>O>[C:43]1([CH2:49][S:50]([NH:1][CH2:2][CH2:3][NH:4][C:5]([C:7]2[CH:12]=[C:11]([O:13][C:14]3[CH:33]=[CH:32][C:17]4[N:18]([CH3:31])[C:19]([NH:21][C:22]5[CH:27]=[CH:26][CH:25]=[C:24]([CH:28]([CH3:30])[CH3:29])[CH:23]=5)=[N:20][C:16]=4[CH:15]=3)[CH:10]=[CH:9][N:8]=2)=[O:6])(=[O:52])=[O:51])[CH:48]=[CH:47][CH:46]=[CH:45][CH:44]=1 |f:1.2.3|. Procedure: To a mixture containing 4-[2-(3-Isopropyl-phenylamino)-1-methyl-1H-benzoimidazol-5-yloxy]-pyridine-2-carboxylic acid (2-amino-ethyl)-amide (1 eq) (prepared using previously described example 3), K2CO3 (5 eq), (0.2 M in a 5:1 mixture of acetonitrile and water) were added α-toluenesulfonyl chloride (1 eq) via syringe. The resulting heterogeneous mixture was allowed to stir for 1 hour at room temperature. The mixture was then diluted with water and extracted with dichloromethane. The organics were ... The product is ClC1=C(C=CC(=C1)F)CCCN[C@@H]1CC[C@H](CC1)C1=CC2=C(NC(O2)=O)C=C1 (6-{trans-4-[3-(2-chloro-4-fluorophenyl)-propylamino]cyclohexyl}-3H-benzoxazol-2-one). RXN SMILES: [Cl:1][C:2]1[CH:7]=[C:6]([F:8])[CH:5]=[CH:4][C:3]=1[CH2:9][CH2:10][CH2:11][NH2:12].[CH:13]1([C:20]2[CH:29]=[CH:28][C:23]3[NH:24][C:25](=[O:27])[O:26][C:22]=3[CH:21]=2)[CH2:18][CH2:17][C:16](=O)[CH2:15][CH2:14]1>>[Cl:1][C:2]1[CH:7]=[C:6]([F:8])[CH:5]=[CH:4][C:3]=1[CH2:9][CH2:10][CH2:11][NH:12][C@H:16]1[CH2:17][CH2:18][C@H:13]([C:20]2[CH:29]=[CH:28][C:23]3[NH:24][C:25](=[O:27])[O:26][C:22]=3[CH:21]=2)[CH2:14][CH2:15]1. The reactants are ClC1=C(C=CC(=C1)F)CCCN (3-(2-Chloro-4-fluorophenyl)-1-propylamine), C1(CCC(CC1)=O)C1=CC2=C(NC(O2)=O)C=C1 (6-(4-cyclohexanonyl)benzoxazolin-2-one). Isolated yield 20.4%. Reported procedure: Condensation of 3-(2-Chloro-4-fluorophenyl)-1-propylamine (1.5 g, 6.5 mmol) and ketone 5 (1.5 g, 6.5 mmol), following the procedure described in Example 1, gave 6-{trans-4-[3-(2-chloro-4-fluorophenyl)-propylamino]cyclohexyl}-3H-benzoxazol-2-one (535 mg, 21%), as a white solid: 1H NMR (500 MHz, DMSO-d6): δ 7.41-7.35 (m, 2H), 7.17-7.13 (m, 2H), 6.99-6.94 (m, 2H), 3.60-2.90 (br s, 2H), 2.72 (t, J=8 Hz, 2H), 2.59 (t, J=8 Hz, 2H), 2.49-2.40 (m, 2H), 1.95 (br d, J=12 Hz, 2H), 1.77 (br d, J=12 Hz, 2H),... Reactants: ClC1=CC=C(CN2C(=NC3=C2C=C(C(=C3)F)N3CCNCC3)COC3=CC=CC=C3)C=C1 (1-(4-chloro-benzyl)-5-fluoro-2-phenoxymethyl-6-piperazin-1-yl-1H-benzoimidazole), TEA, C1(=CC=CC=C1)CC(=O)Cl (phenyl-acetyl chloride). Solvent: ClCCl (dichloromethane), ClCCl (dichloromethane). Run at time 22 hour. Yields the product ClC1=CC=C(CN2C(=NC3=C2C=C(C(=C3)F)N3CCN(CC3)C(CC3=CC=CC=C3)=O)COC3=CC=CC=C3)C=C1 (1-{4-[3-(4-Chloro-benzyl)-6-fluoro-2-phenoxymethyl-3H-benzoimidazol-5-yl]-piperazin-1yl}-2-phenyl-ethanone). RXN SMILES: [Cl:1][C:2]1[CH:32]=[CH:31][C:5]([CH2:6][N:7]2[C:11]3[CH:12]=[C:13]([N:17]4[CH2:22][CH2:21][NH:20][CH2:19][CH2:18]4)[C:14]([F:16])=[CH:15][C:10]=3[N:9]=[C:8]2[CH2:23][O:24][C:25]2[CH:30]=[CH:29][CH:28]=[CH:27][CH:26]=2)=[CH:4][CH:3]=1.[C:33]1([CH2:39][C:40](Cl)=[O:41])[CH:38]=[CH:37][CH:36]=[CH:35][CH:34]=1>ClCCl>[Cl:1][C:2]1[CH:32]=[CH:31][C:5]([CH2:6][N:7]2[C:11]3[CH:12]=[C:13]([N:17]4[CH2:22][CH2:21][N:20]([C:40](=[O:41])[CH2:39][C:33]5[CH:38]=[CH:37][CH:36]=[CH:35][CH:34]=5)[CH2:19][CH2:18]4)[C:14]([F:16])=[CH:15][C:10]=3[N:9]=[C:8]2[CH2:23][O:24][C:25]2[CH:30]=[CH:29][CH:28]=[CH:27][CH:26]=2)=[CH:4][CH:3]=1. Procedure details: 72 mg of 1-(4-chloro-benzyl)-5-fluoro-2-phenoxymethyl-6-piperazin-1-yl-1H-benzoimidazole (0.16 mmol) and 0.033 ml TEA (0.24 mmol) were dissolved in 1.5 ml dichloromethane and treated with 0.027 ml phenyl-acetyl chloride (0.2 mmol). After 22 h stirring at reflux, the reaction mixture was diluted with dichloromethane, washed with water, saturated sodium bicarbonate and brine, dried with magnesium sulfate, filtered and concentrated in vacuo, leading to 90 mg of a light brown solid (94%). MS (ISP) 4...